The task is: describe an organic reaction: reactants, conditions, products, and yield. This data is from the Open Reaction Database (ORD), a public repository of structured organic reaction records. The reactants are CC(=O)O[BH-](OC(C)=O)OC(C)=O, CC(C)=O, C[O-], C[O-], C[O-], C[O-], ClCCl, NCc1cc(Oc2ccc(Nc3cc(-c4ccccc4)nc(N)n3)cc2)ccn1, [Na+], [Ti+4]. Product: CC(C)NCc1cc(Oc2ccc(Nc3cc(-c4ccccc4)nc(N)n3)cc2)ccn1. As a reaction SMILES: [C:34]([O:35][BH-:36]([O:37][C:38](=[O:39])[CH3:40])[O:41][C:42](=[O:43])[CH3:44])(=[O:45])[CH3:46].[CH3:1][C:2]([CH3:3])=[O:4].[CH3:51][O-:52].[CH3:54][O-:55].[CH3:56][O-:57].[CH3:58][O-:59].[Cl:48][CH2:49][Cl:50].[NH2:5][CH2:6][c:7]1[n:8][cH:9][cH:10][c:11]([O:13][c:14]2[cH:15][cH:16][c:17]([NH:20][c:21]3[n:22][c:23]([NH2:33])[n:24][c:25](-[c:27]4[cH:28][cH:29][cH:30][cH:31][cH:32]4)[cH:26]3)[cH:18][cH:19]2)[cH:12]1.[Na+:47].[Ti+4:53]>>[CH3:1][CH:2]([CH3:3])[NH:5][CH2:6][c:7]1[n:8][cH:9][cH:10][c:11]([O:13][c:14]2[cH:15][cH:16][c:17]([NH:20][c:21]3[n:22][c:23]([NH2:33])[n:24][c:25](-[c:27]4[cH:28][cH:29][cH:30][cH:31][cH:32]4)[cH:26]3)[cH:18][cH:19]2)[cH:12]1. As a reaction SMILES: [CH2:1]1[CH2:2][O:3][CH2:4][CH2:5][NH:6]1.[CH3:19][CH2:20][OH:21].[CH3:7][O:8][c:9]1[c:10]2[c:11]([n:12][cH:13][n:14]1)[n:15][o:16][n+:17]2[O-:18]>>[CH2:1]1[CH2:2][O:3][CH2:4][CH2:5][N:6]1[c:9]1[c:10]2[c:11]([n:12][cH:13][n:14]1)[n:15][o:16][n+:17]2[O-:18]. Yields the product [O-][n+]1onc2ncnc(N3CCOCC3)c21. Starting materials: C1COCCN1, CCO, COc1ncnc2no[n+]([O-])c12.